From a dataset of the Open Reaction Database (ORD), a public repository of structured organic reaction records. describe an organic reaction: reactants, conditions, products, and yield Starting materials: Cl (hydrogen chloride), [Br-].ClC1=C(C(C[N+]2=CN(C=C2)CCC2=CC=CC=C2)OCC2=C(C=C(C=C2)Cl)Cl)C=CC(=C1)Cl (1-[2,4-dichloro-β-(2,4-dichlorobenzyloxy)phenethyl]-3-phenethylimidazolium bromide). Run in CO (methanol). Yields the product [Cl-].ClC1=C(C(C[N+]2=CN(C=C2)CCC2=CC=CC=C2)OCC2=C(C=C(C=C2)Cl)Cl)C=CC(=C1)Cl (1-[2,4-dichloro-β-(2,4-dichlorobenzyloxy)phenethyl]-3-phenethylimidazolium chloride). Reaction SMILES: Cl.[Br-].[Cl:3][C:4]1[CH:34]=[C:33]([Cl:35])[CH:32]=[CH:31][C:5]=1[CH:6]([O:21][CH2:22][C:23]1[CH:28]=[CH:27][C:26]([Cl:29])=[CH:25][C:24]=1[Cl:30])[CH2:7][N+:8]1[CH:12]=[CH:11][N:10]([CH2:13][CH2:14][C:15]2[CH:20]=[CH:19][CH:18]=[CH:17][CH:16]=2)[CH:9]=1>CO>[Cl-:3].[Cl:3][C:4]1[CH:34]=[C:33]([Cl:35])[CH:32]=[CH:31][C:5]=1[CH:6]([O:21][CH2:22][C:23]1[CH:28]=[CH:27][C:26]([Cl:29])=[CH:25][C:24]=1[Cl:30])[CH2:7][N+:8]1[CH:12]=[CH:11][N:10]([CH2:13][CH2:14][C:15]2[CH:20]=[CH:19][CH:18]=[CH:17][CH:16]=2)[CH:9]=1 |f:1.2,4.5|. Procedure details: 0.2 Mole of gaseous hydrogen chloride is dissolved in 32 parts of methanol and to this solution are added 12 parts of 1-[2,4-dichloro-β-(2,4-dichlorobenzyloxy)phenethyl]-3-phenethylimidazolium bromide. The resulting mixture is heated slowly to reflux temperature and stirred at reflux for 1.25 hours. The mixture is then cooled and evaporated, and the residue is triturated in n-hexane. The latter is decanted and the residual oil is boiled in methyl ethyl ketone, whereupon the desired product is pr... Reactants: COCCO, CCOC(=O)N=NC(=O)OCC, C1CCOC1, Oc1ccc(I)cc1, c1ccc(P(c2ccccc2)c2ccccc2)cc1. Yields the product COCCOc1ccc(I)cc1. Reaction SMILES: [CH3:28][O:29][CH2:30][CH2:31][OH:32].[O:33]=[C:34]([O:35][CH2:36][CH3:37])[N:38]=[N:39][C:40]([O:41][CH2:42][CH3:43])=[O:44].[O:45]1[CH2:46][CH2:47][CH2:48][CH2:49]1.[OH:20][c:21]1[cH:22][cH:23][c:24]([I:25])[cH:26][cH:27]1.[c:1]1([P:2]([c:3]2[cH:4][cH:5][cH:6][cH:7][cH:8]2)[c:9]2[cH:10][cH:11][cH:12][cH:13][cH:14]2)[cH:15][cH:16][cH:17][cH:18][cH:19]1>>[O:20]([c:21]1[cH:22][cH:23][c:24]([I:25])[cH:26][cH:27]1)[CH2:31][CH2:30][O:29][CH3:28]. The reactants are FC1=C(C(=O)O)C=CC(=C1)C (2-Fluoro-4-methylbenzoic acid), CO (MeOH), HCl. Reaction conditions: time 48 hour. Yields the product COC(C1=C(C=C(C=C1)C)F)=O (2-Fluoro-4-methylbenzoic acid methyl ester). RXN SMILES: [F:1][C:2]1[CH:10]=[C:9]([CH3:11])[CH:8]=[CH:7][C:3]=1[C:4]([OH:6])=[O:5].[CH3:12]O>>[CH3:12][O:5][C:4](=[O:6])[C:3]1[CH:7]=[CH:8][C:9]([CH3:11])=[CH:10][C:2]=1[F:1]. Procedure details: 2-Fluoro-4-methylbenzoic acid (30.0 g, 195 mmol) was dissolved in MeOH (600 mL, 10 mol), and 12 M HCl (3.2 mL, 39 mmol) was added. The mixture was heated to reflux and stirred for 48 hours, then cooled and concentrated. The recovered material was dried in vacuo for 24 hours to obtain Intermediate (6a) as a white solid that was used without further purification. Reactants: [BH4-], CO, Cl, [Na+], C1CCOC1, Cc1c(C)c(-c2cccc(C=O)c2)c(C)c(C)c1O. The product is Cc1c(C)c(-c2cccc(CO)c2)c(C)c(C)c1O. Reaction SMILES: [BH4-:22].[CH3:20][OH:21].[ClH:24].[Na+:23].[O:25]1[CH2:26][CH2:27][CH2:28][CH2:29]1.[OH:1][c:2]1[c:3]([CH3:19])[c:4]([CH3:18])[c:5](-[c:10]2[cH:11][c:12]([CH:16]=[O:17])[cH:13][cH:14][cH:15]2)[c:6]([CH3:9])[c:7]1[CH3:8]>>[OH:1][c:2]1[c:3]([CH3:19])[c:4]([CH3:18])[c:5](-[c:10]2[cH:11][c:12]([CH2:16][OH:17])[cH:13][cH:14][cH:15]2)[c:6]([CH3:9])[c:7]1[CH3:8]. Reactants: 31.4, CC1(NC(CC(C1)O)(C)C)C (2,2,6,6-tetramethylpiperidin-4-ol), C(C1=CC=CC=C1)Br (benzyl bromide). Run in C(C)O (ethyl alcohol). Yields the product C(C1=CC=CC=C1)N1C(CC(CC1(C)C)O)(C)C (1-benzyl-2,2,6,6-tetramethylpiperidin-4-ol). Reaction SMILES: [CH3:1][C:2]1([CH3:11])[CH2:7][CH:6]([OH:8])[CH2:5][C:4]([CH3:10])([CH3:9])[NH:3]1.[CH2:12](Br)[C:13]1[CH:18]=[CH:17][CH:16]=[CH:15][CH:14]=1>C(O)C>[CH2:12]([N:3]1[C:4]([CH3:10])([CH3:9])[CH2:5][CH:6]([OH:8])[CH2:7][C:2]1([CH3:11])[CH3:1])[C:13]1[CH:18]=[CH:17][CH:16]=[CH:15][CH:14]=1. Procedure details: A mixture of 31.4 parts of 2,2,6,6-tetramethylpiperidin-4-ol and 17.1 parts of benzyl bromide in 125 parts of ethyl alcohol was heated under reflux conditions for 96 hours. The cooled reaction mixture was filtered to remove 2,2,6,6-tetramethylpiperidin-4-ol hydrobromide formed during the reaction and the ethyl alcohol solvent was removed by distillation under reduced pressure. Purification of the residue by chromatography on a aluminia column using chloroform as the solvent gave 1-benzyl-2,2,6,6...